Dataset: the Open Reaction Database (ORD), a public repository of structured organic reaction records. Task: describe an organic reaction: reactants, conditions, products, and yield As a reaction SMILES: [Br:62][c:63]1[cH:64][n:65][cH:66][c:67]([C:69]#[N:70])[cH:68]1.[C:71](=[O:72])([O-:73])[O-:74].[CH:1]12[CH2:2][N:3]([C:9](=[O:10])[O:11][C:12]([CH3:13])([CH3:14])[CH3:15])[CH2:4][CH2:5][CH:6]1[CH2:7][NH:8]2.[Cs+:75].[Cs+:76].[O:115]=[C:116]([CH:117]=[CH:118][c:119]1[cH:120][cH:121][cH:122][cH:123][cH:124]1)[CH:125]=[CH:126][c:127]1[cH:128][cH:129][cH:130][cH:131][cH:132]1.[O:79]=[C:80]([CH:81]=[CH:82][c:83]1[cH:84][cH:85][cH:86][cH:87][cH:88]1)[CH:89]=[CH:90][c:91]1[cH:92][cH:93][cH:94][cH:95][cH:96]1.[O:97]=[C:98]([CH:99]=[CH:100][c:101]1[cH:102][cH:103][cH:104][cH:105][cH:106]1)[CH:107]=[CH:108][c:109]1[cH:110][cH:111][cH:112][cH:113][cH:114]1.[Pd:77].[Pd:78].[cH:16]1[cH:17][cH:18][c:19]([P:20]([c:21]2[cH:22][cH:23][c:24]3[c:25]([cH:26][cH:27][cH:28][cH:29]3)[c:30]2-[c:31]2[c:32]3[c:33]([cH:34][cH:35][cH:36][cH:37]3)[cH:38][cH:39][c:40]2[P:41]([c:42]2[cH:43][cH:44][cH:45][cH:46][cH:47]2)[c:48]2[cH:49][cH:50][cH:51][cH:52][cH:53]2)[c:54]2[cH:55][cH:56][cH:57][cH:58][cH:59]2)[cH:60][cH:61]1>>[CH:1]12[CH2:2][N:3]([C:9](=[O:10])[O:11][C:12]([CH3:13])([CH3:14])[CH3:15])[CH2:4][CH2:5][CH:6]1[CH2:7][N:8]2[c:63]1[cH:64][n:65][cH:66][c:67]([C:69]#[N:70])[cH:68]1. The reactants are N#Cc1cncc(Br)c1, O=C([O-])[O-], CC(C)(C)OC(=O)N1CCC2CNC2C1, [Cs+], [Cs+], O=C(C=Cc1ccccc1)C=Cc1ccccc1, O=C(C=Cc1ccccc1)C=Cc1ccccc1, O=C(C=Cc1ccccc1)C=Cc1ccccc1, [Pd], [Pd], c1ccc(P(c2ccccc2)c2ccc3ccccc3c2-c2c(P(c3ccccc3)c3ccccc3)ccc3ccccc23)cc1. The product is CC(C)(C)OC(=O)N1CCC2CN(c3cncc(C#N)c3)C2C1. Starting materials: CC(=O)[O-], CC(=O)[O-], COc1ccc(B2OC(C)(C)C(C)(C)O2)cn1, CN(C)C=O, Clc1nc(N2CCOCC2)nc2c1CCN2c1cccnc1, [K+], [K+], [K+], O=P([O-])([O-])[O-], [Pd+2]. Yields the product COc1ccc(-c2nc(N3CCOCC3)nc3c2CCN3c2cccnc2)cn1. As a reaction SMILES: [C:48]([O-:49])(=[O:50])[CH3:51].[C:53]([O-:54])(=[O:55])[CH3:56].[CH3:23][O:24][c:25]1[n:26][cH:27][c:28]([B:31]2[O:32][C:33]([CH3:34])([CH3:35])[C:36]([CH3:37])([CH3:38])[O:39]2)[cH:29][cH:30]1.[CH3:57][N:58]([CH3:59])[CH:60]=[O:61].[Cl:1][c:2]1[c:3]2[c:4]([n:5][c:6]([N:8]3[CH2:9][CH2:10][O:11][CH2:12][CH2:13]3)[n:7]1)[N:14]([c:17]1[cH:18][n:19][cH:20][cH:21][cH:22]1)[CH2:15][CH2:16]2.[K+:45].[K+:46].[K+:47].[P:40]([O-:41])([O-:42])([O-:43])=[O:44].[Pd+2:52]>>[c:2]1(-[c:28]2[cH:27][n:26][c:25]([O:24][CH3:23])[cH:30][cH:29]2)[c:3]2[c:4]([n:5][c:6]([N:8]3[CH2:9][CH2:10][O:11][CH2:12][CH2:13]3)[n:7]1)[N:14]([c:17]1[cH:18][n:19][cH:20][cH:21][cH:22]1)[CH2:15][CH2:16]2.